This data is from the Open Reaction Database (ORD), a public repository of structured organic reaction records. The task is: describe an organic reaction: reactants, conditions, products, and yield Starting materials: CC(=O)C1=CC(=CC=C1)OC (3-methoxyacetophenone), C[Mg]I (Methylmagnesium iodide), C(C)OCC (diethylether). Reaction conditions: temperature 0 celsius. The product is COC=1C=C(C=CC1)C(C)(C)O (2-(3-Methoxyphenyl)-propan-2-ol). Reaction SMILES: [CH3:1][C:2]([C:4]1[CH:9]=[CH:8][CH:7]=[C:6]([O:10][CH3:11])[CH:5]=1)=[O:3].[CH3:12][Mg]I.C(OCC)C>>[CH3:11][O:10][C:6]1[CH:5]=[C:4]([C:2]([OH:3])([CH3:12])[CH3:1])[CH:9]=[CH:8][CH:7]=1. Procedure: A flame-dried 25 mL R.B. flask equipped with a reflux condenser was charged, under argon, with 3-methoxyacetophenone (1 g, 6.66 mmol) at 0° C. Methylmagnesium iodide in diethylether (4.4 mL, 13.3 mmol, 3M) was then added. The reaction mixture was brought to reflux for 60 min and then cool down to 0° C. and quenched with successive addition of water (5 mL) and saturated ammonium chloride (25 mL). The mixture was extracted with diethyl ether (3×20 mL), the organic extracts were washed successively... The reactants are COC(=O)C=1C=C2N=C(C=3N(C2=CC1)C(=NN3)OC)NCCC3=CC=NC=C3 (1-methoxy-4-(2-pyridin-4-ylethylamino)-[1,2,4]triazolo[4,3-a]quinoxaline-7-carboxylic acid methyl ester), Br (HBr). Solvent: CC(=O)O (AcOH). Conditions: time 2 hour. Product: COC(=O)C=1C=C2N=C(C=3N(C2=CC1)C(NN3)=O)NCCC3=CC=NC=C3 (1-Oxo-4-(2-pyridin-4-yl-ethylamino)-1,2-dihydro-[1,2,4]triazolo[4,3-a]quinoxaline-7-carboxylic acid methyl ester). RXN SMILES: [CH3:1][O:2][C:3]([C:5]1[CH:6]=[C:7]2[C:12](=[CH:13][CH:14]=1)[N:11]1[C:15]([O:18]C)=[N:16][N:17]=[C:10]1[C:9]([NH:20][CH2:21][CH2:22][C:23]1[CH:28]=[CH:27][N:26]=[CH:25][CH:24]=1)=[N:8]2)=[O:4].Br>CC(O)=O>[CH3:1][O:2][C:3]([C:5]1[CH:6]=[C:7]2[C:12](=[CH:13][CH:14]=1)[N:11]1[C:15](=[O:18])[NH:16][N:17]=[C:10]1[C:9]([NH:20][CH2:21][CH2:22][C:23]1[CH:24]=[CH:25][N:26]=[CH:27][CH:28]=1)=[N:8]2)=[O:4]. Procedure: A solution of 1-methoxy-4-(2-pyridin-4-ylethylamino)-[1,2,4]triazolo[4,3-a]quinoxaline-7-carboxylic acid methyl ester (32 mg) was treated with 48% HBr (4 mL) in AcOH (6 mL) at 23° C. After 2 hrs., the solution was concentrated. Trituration of the residue with MeOH/methylene chloride, followed by filtration, afforded a light yellow solid. MS (M+H)+=365.3.